This data is from the Open Reaction Database (ORD), a public repository of structured organic reaction records. The task is: describe an organic reaction: reactants, conditions, products, and yield Reactants: NC1=NC=C(C(=C1N)N[C@H]1[C@H]([C@@H]2C=C[C@H]1C2)C(=O)N)Cl ((1S,2S,3R,4R)-3-(2,3-Diamino-5-chloro-pyridin-4-ylamino)-bicyclo[2.2.1]hept-5-ene-2-carboxylic acid amide), CC1=C(C=O)C=CC(=C1)N1CCOCC1 (2-Methyl-4-morpholin-4-yl-benzaldehyde), C(C)(=O)[O-].[NH4+] (Ammonium acetate). The product is ClC=1C(=C2C(=NC1)NC(=N2)C2=C(C=C(C=C2)N2CCOCC2)C)N[C@H]2[C@H]([C@@H]1C=C[C@H]2C1)C(=O)N ((1S,2S,3R,4R)-3-[6-Chloro-2-(2-methyl-4-morpholin-4-yl-phenyl)-3H-imidazo[4,5-b]pyridin-7-ylamino]-bicyclo[2.2.1]hept-5-ene-2-carboxylic acid amide). Yield: 34.8%. Reaction SMILES: [NH2:1][C:2]1[C:7]([NH2:8])=[C:6]([NH:9][C@@H:10]2[C@@H:15]3[CH2:16][C@@H:12]([CH:13]=[CH:14]3)[C@@H:11]2[C:17]([NH2:19])=[O:18])[C:5]([Cl:20])=[CH:4][N:3]=1.[CH3:21][C:22]1[CH:29]=[C:28]([N:30]2[CH2:35][CH2:34][O:33][CH2:32][CH2:31]2)[CH:27]=[CH:26][C:23]=1[CH:24]=O.C([O-])(=O)C.[NH4+]>>[Cl:20][C:5]1[C:6]([NH:9][C@@H:10]2[C@@H:15]3[CH2:16][C@@H:12]([CH:13]=[CH:14]3)[C@@H:11]2[C:17]([NH2:19])=[O:18])=[C:7]2[N:8]=[C:24]([C:23]3[CH:26]=[CH:27][C:28]([N:30]4[CH2:35][CH2:34][O:33][CH2:32][CH2:31]4)=[CH:29][C:22]=3[CH3:21])[NH:1][C:2]2=[N:3][CH:4]=1 |f:2.3|. Procedure details: In a similar fashion to Compound LXXXVII, (1S,2S,3R,4R)-3-(2,3-Diamino-5-chloro-pyridin-4-ylamino)-bicyclo[2.2.1]hept-5-ene-2-carboxylic acid amide (50.00 mg, 0.1702 mmol), 2-Methyl-4-morpholin-4-yl-benzaldehyde (38.4 mg, 0.187 mmol), and Ammonium acetate (26.2 mg, 0.340 mmol) were reacted to produce 28.37 mg (35%) of the title compound. (300 MHz, DMSO-d6) 12.83 (s, 1H), 7.91 (s, 1H), 7.72 (m, 2H), 7.21 (s, 1H), 7.00 (d, J=9 Hz, 1H), 6.90 (s, 2H), 6.33 (s, 1H), 6.26 (s, 1H), 5.18 (t, J=17 Hz, 9 ... Reactants: NC1=C(C=C(C=C1)N1C(C=CC=C1)=O)F (1-(4-amino-3-fluoro-phenyl)-1H-pyridin-2-one), C(C(=C)CC(=O)O)(=O)O (itaconic acid). The product is FC1=C(C=CC(=C1)N1C(C=CC=C1)=O)N1CC(CC1=O)C(=O)O (1-[2-fluoro-4-(2-oxo-2H-pyridin-1-yl)-phenyl]-5-oxo-pyrrolidine-3-carboxylic acid). RXN SMILES: [NH2:1][C:2]1[CH:7]=[CH:6][C:5]([N:8]2[CH:13]=[CH:12][CH:11]=[CH:10][C:9]2=[O:14])=[CH:4][C:3]=1[F:15].[C:16]([OH:24])(=[O:23])[C:17]([CH2:19][C:20](O)=[O:21])=[CH2:18]>>[F:15][C:3]1[CH:4]=[C:5]([N:8]2[CH:13]=[CH:12][CH:11]=[CH:10][C:9]2=[O:14])[CH:6]=[CH:7][C:2]=1[N:1]1[C:20](=[O:21])[CH2:19][CH:17]([C:16]([OH:24])=[O:23])[CH2:18]1. Reported procedure: Prepared analogously to Example 1d from 1-(4-amino-3-fluoro-phenyl)-1H-pyridin-2-one by melting with itaconic acid. The crude product is purified by reversed-phase chromatography. Starting materials: CCc1cc(C(=O)N2CS(=O)(=O)c3ccccc32)cc(C#N)c1OC, CN(C)C=O, [Cl-], Cl, [Li+]. Product: CCc1cc(C(=O)N2CS(=O)(=O)c3ccccc32)cc(C#N)c1O. Reaction SMILES: [C:1](#[N:2])[c:3]1[cH:4][c:5]([C:6](=[O:7])[N:8]2[CH2:9][S:10](=[O:17])(=[O:18])[c:11]3[c:12]2[cH:13][cH:14][cH:15][cH:16]3)[cH:19][c:20]([CH2:24][CH3:25])[c:21]1[O:22][CH3:23].[CH3:29][N:30]([CH3:31])[CH:32]=[O:33].[Cl-:27].[ClH:28].[Li+:26]>>[C:1](#[N:2])[c:3]1[cH:4][c:5]([C:6](=[O:7])[N:8]2[CH2:9][S:10](=[O:17])(=[O:18])[c:11]3[c:12]2[cH:13][cH:14][cH:15][cH:16]3)[cH:19][c:20]([CH2:24][CH3:25])[c:21]1[OH:22]. Starting materials: FC(C1=NC(=C(C(=C1C(=O)[O-])CC)C(=O)OCC)C(F)(F)F)F (2-(difluoromethyl)-4-ethyl-6-(trifluoromethyl)-3,5-pyridinedicarboxylic acid, 5-ethyl ester), B (borane), O (water). Solvent: O1CCCC1 (tetrahydrofuran), O1CCCC1 (tetrahydrofuran). Conditions: temperature 10 celsius, time 160 hour. Yields the product FC(C1=C(C(=C(C(=N1)C(F)(F)F)C(=O)OCC)CC)CO)F (ethyl 6-(difluoromethyl)4-ethyl-5-hydroxymethyl-2-(trifluoromethyl)3-pyridinecarboxylate). Isolated yield 84.9%. As a reaction SMILES: [F:1][CH:2]([F:23])[C:3]1[C:8]([C:9]([O-])=[O:10])=[C:7]([CH2:12][CH3:13])[C:6]([C:14]([O:16][CH2:17][CH3:18])=[O:15])=[C:5]([C:19]([F:22])([F:21])[F:20])[N:4]=1.B.O>O1CCCC1>[F:23][CH:2]([F:1])[C:3]1[N:4]=[C:5]([C:19]([F:22])([F:20])[F:21])[C:6]([C:14]([O:16][CH2:17][CH3:18])=[O:15])=[C:7]([CH2:12][CH3:13])[C:8]=1[CH2:9][OH:10]. Reported procedure: To a dry 500 ml four-necked flask is charged 30.6 g (0.09 mole) of the product of Example 28 and 40 ml of tetrahydrofuran under nitrogen. The reaction mixture is cooled to 10° C. with an ice-water bath. To the above solution is added via a syringe 180 ml (0.18 mole) of 1M borane in tetrahydrofuran. The reaction mixture is stirred for 160 hours and poured into water. The organics are extracted into 300 ml of ether and the ether extract washed with 200 ml of saturated sodium bicarbonate, dried (Mg... The reactants are C(C=CC1=CC=CC=C1)(=O)OC (methyl cinnamate), aqueous solution, C(C=CC1=CC=CC=C1)(=O)[O-].[Na+] (sodium cinnamate), [OH-].[Na+] (sodium hydroxide). Run in S(O)(O)(=O)=O (sulfuric acid), S(O)(O)(=O)=O (sulfuric acid). Run at temperature 80 celsius, time 15 minute. The product is C(C=CC1=CC=CC=C1)(=O)O (cinnamic acid). Isolated yield 96.0%. As a reaction SMILES: [C:1]([O:11]C)(=[O:10])[CH:2]=[CH:3][C:4]1[CH:9]=[CH:8][CH:7]=[CH:6][CH:5]=1.[OH-].[Na+].C([O-])(=O)C=CC1C=CC=CC=1.[Na+]>S(=O)(=O)(O)O>[C:1]([OH:11])(=[O:10])[CH:2]=[CH:3][C:4]1[CH:5]=[CH:6][CH:7]=[CH:8][CH:9]=1 |f:1.2,3.4|. Procedure: A 3 l flask equipped with a stirrer was charged with 100.0 grams (0.617 mol) of methyl cinnamate and 1260 grams of aqueous solution containing 25.9 grams (0.647 mol) of sodium hydroxide and vigorously stirred for 15 minutes at 80° C. The obtained aqueous alkaline solution of sodium cinnamate having concentration of 7.7% by weight was added in a lump with 1240 ml of aqueous sulfuric acid solution containing 0.35 ml of sulfuric acid. The resultant slurry having concentration of 3.4% by weight was ... Starting materials: C(C)(C)(C)OC(=O)N1CC(C1)C1=CC2=C(C3=NN(C=C3CCO2)C=2N(N=CN2)C2=C(C=C(C=C2)F)F)C=C1 (3-{2-[2-(2,4-difluoro-phenyl)-2H-[1,2,4]triazol-3-yl]-4,5-dihydro-2H-6-oxa-1,2-diaza-benzo[e]azulen-8-yl}-azetidine-1-carboxylic acid tert-butyl ester), BrC1=CC2=C(C3=NC(=CN3CCO2)C=2N(N=CN2)C(C)C)C=C1 (8-bromo-2-(2-isopropyl-2H-[1,2,4]triazol-3-yl)-4,5-dihydro-6-oxa-1,3a-diaza-benzo[e]azulene), 3-azetidine-1-carboxylic acid tert-butyl ester zinc iodide. Yields the product C(C)(C)(C)OC(=O)N1CC(C1)C1=CC2=C(C3=NC(=CN3CCO2)C=2N(N=CN2)C(C)C)C=C1 (3-[2-(2-Isopropyl-2H-[1,2,4]triazol-3-yl)-4,5-dihydro-6-oxa-1,3a-diaza-benzo[e]azulen-8-yl]-azetidine-1-carboxylic acid tert-butyl ester). As a reaction SMILES: [C:1]([O:5][C:6]([N:8]1[CH2:11][CH:10]([C:12]2[CH:38]=[CH:37][C:15]3[C:16]4C([CH2:21][CH2:22][O:23][C:14]=3[CH:13]=2)=CN(C2N(C3C=CC(F)=CC=3F)N=CN=2)[N:17]=4)[CH2:9]1)=[O:7])([CH3:4])([CH3:3])[CH3:2].BrC1C=CC2C3[N:48](CCOC=2C=1)[CH:47]=[C:46]([C:52]1[N:53]([CH:57]([CH3:59])[CH3:58])[N:54]=[CH:55][N:56]=1)N=3>>[C:1]([O:5][C:6]([N:8]1[CH2:11][CH:10]([C:12]2[CH:38]=[CH:37][C:15]3[C:16]4[N:48]([CH2:21][CH2:22][O:23][C:14]=3[CH:13]=2)[CH:47]=[C:46]([C:52]2[N:53]([CH:57]([CH3:59])[CH3:58])[N:54]=[CH:55][N:56]=2)[N:17]=4)[CH2:9]1)=[O:7])([CH3:3])([CH3:2])[CH3:4]. Procedure: 3-[2-(2-Isopropyl-2H-[1,2,4]triazol-3-yl)-4,5-dihydro-6-oxa-1,3a-diaza-benzo[e]azulen-8-yl]-azetidine-1-carboxylic acid tert-butyl ester was prepared similarly to 3-{2-[2-(2,4-difluoro-phenyl)-2H-[1,2,4]triazol-3-yl]-4,5-dihydro-2H-6-oxa-1,2-diaza-benzo[e]azulen-8-yl}-azetidine-1-carboxylic acid tert-butyl ester from 8-bromo-2-(2-isopropyl-2H-[1,2,4]triazol-3-yl)-4,5-dihydro-6-oxa-1,3a-diaza-benzo[e]azulene and 3-azetidine-1-carboxylic acid tert-butyl ester zinc iodide. LCMS: RT=4.61 min, M+H+=4... Reactants: C1(CCC(=O)O1)=O (succinic anhydride), C(C=C)(=O)OCCO (2-hydroxyethyl acrylate), C(C)(C)(C)C1=C(C(=CC(=C1)C)C(C)(C)C)O (2,6-di-t-butyl-4-methylphenol). The reagents and catalysts are [Cl-].C[N+](C)(C)C (tetramethylammonium chloride). Reaction conditions: temperature 90 celsius. The product is C(C=C)(=O)OCCOC(=O)CCC(=O)O (3-(2-acryloyloxyethoxycarbonyl)propionic acid). As a reaction SMILES: [C:1]1(=[O:7])[O:6][C:4](=[O:5])[CH2:3][CH2:2]1.[C:8]([O:12][CH2:13][CH2:14][OH:15])(=[O:11])[CH:9]=[CH2:10].C(C1C=C(C)C=C(C(C)(C)C)C=1O)(C)(C)C>[Cl-].C[N+](C)(C)C>[C:8]([O:12][CH2:13][CH2:14][O:15][C:4]([CH2:3][CH2:2][C:1]([OH:6])=[O:7])=[O:5])(=[O:11])[CH:9]=[CH2:10] |f:3.4|. Procedure: In a separate vessel, succinic anhydride (30 g), 2-hydroxyethyl acrylate (34.2 g), tetramethylammonium chloride (0.2 g), and 2,6-di-t-butyl-4-methylphenol (0.15 g) were stirred and heated at 90° C. for 3 hours. The mixture was then cooled to give 3-(2-acryloyloxyethoxycarbonyl)propionic acid. This product (27.2 g) was mixed with 2,6-di-t-butyl-4-methylphenol (0.1 g) and added over 1 hour to the advanced resin at 100° C. The mixture was then stirred for a further 41/2 hours at 100° C., by with ti... Reactants: Cl.NC1=C(C=C(C=N1)/C=C/C(=O)O)CN1CCN(CC1)C ((E)-3-[6-amino-5-(4-methyl-piperazin-1-ylmethyl)pyridin-3-yl]acrylic acid hydrochloride), CNCC1=C(C2=CC=CC=C2C=C1)CCC (methyl-(1-propyl-naphthalen-2-ylmethyl)amine), amide, Cl.CN1CC(NC2=C(C1)C=C(C=N2)/C=C/C(=O)O)=O ((E)-3-(4-methyl-2-oxo-2,3,4,5-tetrahydro-1H-pyrido[2,3-e][1,4]diazepin-7-yl)acrylic acid hydrochloride), C(C)OC1=C(CCN)C=CC=C1OC ((2-ethoxy-3-methoxy-benzyl)methylamine). The product is Cl.NC1=C(C=C(C=N1)/C=C/C(=O)N(C)CC1=C(C(=CC=C1)OC)OCC)CN1CCN(CC1)C ((E)-3-[6-Amino-5-(4-methyl-piperazin-1-ylmethyl)pyridin-3-yl]-N-(2-ethoxy-3-methoxy-benzyl)-N-methyl-acrylamide hydrochloride). The yield is 25.0%. Reaction SMILES: [ClH:1].[NH2:2][C:3]1[N:8]=[CH:7][C:6](/[CH:9]=[CH:10]/[C:11]([OH:13])=O)=[CH:5][C:4]=1[CH2:14][N:15]1[CH2:20][CH2:19][N:18]([CH3:21])[CH2:17][CH2:16]1.Cl.[CH3:23][N:24]1CC2C=C(/C=C/C(O)=O)C=NC=2NC(=O)C1.[CH2:41]([O:43][C:44]1[C:52]([O:53][CH3:54])=[CH:51][CH:50]=[CH:49][C:45]=1[CH2:46]CN)[CH3:42].CNCC1C=CC2C(=CC=CC=2)C=1CCC>>[ClH:1].[NH2:2][C:3]1[N:8]=[CH:7][C:6](/[CH:9]=[CH:10]/[C:11]([N:24]([CH2:46][C:45]2[CH:49]=[CH:50][CH:51]=[C:52]([O:53][CH3:54])[C:44]=2[O:43][CH2:41][CH3:42])[CH3:23])=[O:13])=[CH:5][C:4]=1[CH2:14][N:15]1[CH2:20][CH2:19][N:18]([CH3:21])[CH2:17][CH2:16]1 |f:0.1,2.3,6.7|. Reported procedure: According to the procedure of Example 1, except substituting (E)-3-[6-amino-5-(4-methyl-piperazin-1-ylmethyl)pyridin-3-yl]acrylic acid hydrochloride for the (E)-3-(4-methyl-2-oxo-2,3,4,5-tetrahydro-1H-pyrido[2,3-e][1,4]diazepin-7-yl)acrylic acid hydrochloride, and substituting (2-ethoxy-3-methoxy-benzyl)methylamine for the methyl-(1-propyl-naphthalen-2-ylmethyl)amine, the title compound (177 mg, 25%) was prepared as a pale, yellow solid and as a mixture of amide rotamers: 1H NMR (300 MHz, DMSO-d... Starting materials: OC1=C(C=C(C=C1)N)C1=CC=CC=C1 (2-hydroxy-5-aminobiphenyl), Cl (hydrochloride). Product: Cl.OC1=C(C=C(C=C1)N)C1=CC=CC=C1 (2-Hydroxy-5-aminobiphenyl Hydrochloride). RXN SMILES: [OH:1][C:2]1[CH:7]=[CH:6][C:5]([NH2:8])=[CH:4][C:3]=1[C:9]1[CH:14]=[CH:13][CH:12]=[CH:11][CH:10]=1.[ClH:15]>>[ClH:15].[OH:1][C:2]1[CH:7]=[CH:6][C:5]([NH2:8])=[CH:4][C:3]=1[C:9]1[CH:14]=[CH:13][CH:12]=[CH:11][CH:10]=1 |f:2.3|. Procedure details: This gave 0.5 g (17% of the theoretical) of 2-hydroxy-5-aminobiphenyl [Sic—The hydrochloride seems to be meant—Translator] with a melting point of 130-132° C.